From a dataset of the Open Reaction Database (ORD), a public repository of structured organic reaction records. describe an organic reaction: reactants, conditions, products, and yield Reactants: CS(=O)(=O)Cl (methanesulphonyl chloride), CC1(O[C@@H]([C@H](O1)CO)CO)C (2,3-O-isopropylidene-D-threitol), C([O-])(O)=O.[Na+] (sodium bicarbonate). The solvent is N1=CC=CC=C1 (pyridine). Run at time 3 hour. Yields the product CC1(O[C@@H]([C@H](O1)COS(=O)(=O)C)COS(=O)(=O)C)C (2,3-O-isopropylidene-1,4-di-O-methanesulphonyl-D-threitol). Isolated yield 66.0%. As a reaction SMILES: [CH3:1][C:2]1([CH3:11])[O:6][C@H:5]([CH2:7][OH:8])[C@@H:4]([CH2:9][OH:10])[O:3]1.[CH3:12][S:13](Cl)(=[O:15])=[O:14].C(=O)(O)[O-].[Na+]>N1C=CC=CC=1>[CH3:1][C:2]1([CH3:11])[O:3][C@H:4]([CH2:9][O:10][S:13]([CH3:12])(=[O:15])=[O:14])[C@@H:5]([CH2:7][O:8][S:13]([CH3:12])(=[O:15])=[O:14])[O:6]1 |f:2.3|. Procedure details: The starting material (1) (3,4-O-isopropylidene-D-mannitol) was reacted with sodium periodate and potassium borohydride as described in J. Chem. Soc., Perkin Trans. I., 1972, 275 (the contents of which are herein incorporated by reference) to yield compound (2) in 92% yield. Compound (2) (5.1 g) was dissolved in pyridine (40 ml) and cooled in ice. To this solution was added methanesulphonyl chloride (18 ml), dropwise with stirring. The mixture was allowed to stand at room temperature for 3 hours... The product is OCC1=C(C=CC=C1)OS(=O)(=O)C (Methanesulfonic Acid 2-hydroxymethylphenyl Ester). Procedure details: To a solution of 2-methanesulfonyloxybenzoic acid methyl ester (1.0 g, 4.3 mmol) in THF (10 mL) is added LiBH4 (375 mg, 17.2 mmol) in portions. The mixture is heated at 45° C. for 2 h then at 60° C. for 2 h. The mixture is diluted with EtOAc and ice and 1N HCl is added. The organic phase is separated and washed with 1N HCl and brine then dried over magnesium sulfate. The solvent is removed under reduced pressure to give the title compound as a solid. Reactants: COC(C1=C(C=CC=C1)OS(=O)(=O)C)=O (2-methanesulfonyloxybenzoic acid methyl ester), [Li+].[BH4-] (LiBH4). Run in CCOC(=O)C (EtOAc), Cl (HCl), C1CCOC1 (THF). Run at temperature 45 celsius, time 2 hour. Reaction SMILES: C[O:2][C:3](=O)[C:4]1[CH:9]=[CH:8][CH:7]=[CH:6][C:5]=1[O:10][S:11]([CH3:14])(=[O:13])=[O:12].[Li+].[BH4-]>C1COCC1.CCOC(C)=O.Cl>[OH:2][CH2:3][C:4]1[CH:9]=[CH:8][CH:7]=[CH:6][C:5]=1[O:10][S:11]([CH3:14])(=[O:13])=[O:12] |f:1.2|. The reactants are N(=NC(=O)OC(C)(C)C)C(=O)OC(C)(C)C (di-tert-butyl azodicarboxylate), yellow solid, ClC1=CC=C(C=C1)C1=NC2=C(N1C(COCC1CCCCC1)C1CCCCC1)C=C(C(=C2)F)F (2-(4-Chloro-phenyl)-1-(1-cyclohexyl-2-cyclohexylmethoxy-ethyl)-5,6-difluoro-1H-benzoimidazole), ClC1=CC=C(C=C1)C1=NC2=C(N1C(COCC1CCCCC1)C1CCCCC1)C=C(C(=C2)F)F (2-(4-Chloro-phenyl)-1-(1-cyclohexyl-2-cyclohexylmethoxy-ethyl)-5,6-difluoro-1H-benzoimidazole), C(#N)C=1C=NC(=CC1)O (3-cyano-6-hydroxy-pyridine). Yields the product ClC1=CC=C(C=C1)C1=NC2=C(N1C(COC1=NC=C(C#N)C=C1)C1CCCCC1)C=C(C(=C2)F)F (6-{2-[2-(4-Chloro-phenyl)-5,6-difluoro-benzoimidazol-1-yl]-2-cyclohexyl-ethoxy}-nicotinonitrile). RXN SMILES: [Cl:1][C:2]1[CH:7]=[CH:6][C:5]([C:8]2[N:12]([CH:13]([CH:23]3[CH2:28][CH2:27][CH2:26][CH2:25][CH2:24]3)[CH2:14]OCC3CCCCC3)[C:11]3[CH:29]=[C:30]([F:34])[C:31]([F:33])=[CH:32][C:10]=3[N:9]=2)=[CH:4][CH:3]=1.[C:35]([C:37]1[CH:38]=[N:39][C:40]([OH:43])=[CH:41][CH:42]=1)#[N:36].N(C(OC(C)(C)C)=O)=NC(OC(C)(C)C)=O>>[Cl:1][C:2]1[CH:7]=[CH:6][C:5]([C:8]2[N:12]([CH:13]([CH:23]3[CH2:24][CH2:25][CH2:26][CH2:27][CH2:28]3)[CH2:14][O:43][C:40]3[CH:41]=[CH:42][C:37]([C:35]#[N:36])=[CH:38][N:39]=3)[C:11]3[CH:29]=[C:30]([F:34])[C:31]([F:33])=[CH:32][C:10]=3[N:9]=2)=[CH:4][CH:3]=1. Reported procedure: The title compound was prepared in analogy to Example 4, intermediate, from 2-[2-(4-chloro-phenyl)-5,6-difluoro-benzoimidazol-1-yl]-2-cyclohexyl-ethanol (Example 1, intermediate c), 3-cyano-6-hydroxy-pyridine and replacing di-ethyl azodicarboxylate by di-tert-butyl azodicarboxylate and a reaction time of 18 h. Light yellow solid (41%). MS (Turbo Spray): m/z=493.2 [M+H].